Dataset: the Open Reaction Database (ORD), a public repository of structured organic reaction records. Task: describe an organic reaction: reactants, conditions, products, and yield Yields the product Cn1cc(-c2nc(C(N)=O)c(N)nc2-c2ccccc2)ccc1=O. The reactants are CI, CCOC(C)=O, CC(C)(C)[O-], [K+], NC(=O)c1nc(-c2ccc(=O)[nH]c2)c(-c2ccccc2)nc1N, CN(C)C=O, O. As a reaction SMILES: [CH3:24][I:25].[CH3:26][CH2:27][O:28][C:29]([CH3:30])=[O:31].[CH3:38][C:39]([CH3:40])([O-:41])[CH3:42].[K+:43].[NH2:1][c:2]1[c:3]([C:21](=[O:22])[NH2:23])[n:4][c:5](-[c:14]2[cH:15][nH:16][c:17](=[O:20])[cH:18][cH:19]2)[c:6](-[c:8]2[cH:9][cH:10][cH:11][cH:12][cH:13]2)[n:7]1.[O:33]=[CH:34][N:35]([CH3:36])[CH3:37].[OH2:32]>>[NH2:1][c:2]1[c:3]([C:21](=[O:22])[NH2:23])[n:4][c:5](-[c:14]2[cH:15][n:16]([CH3:26])[c:17](=[O:20])[cH:18][cH:19]2)[c:6](-[c:8]2[cH:9][cH:10][cH:11][cH:12][cH:13]2)[n:7]1. Starting materials: O1CCOCC1 (dioxane), C=CCCCCCC (1-octene), 4A, CN(P(=O)(N(C)C)N(C)C)C (hexamethyl phosphoramide), C1(=CC=CC=C1)NO (N-phenyl hydroxylamine). Solvent: C1(=CC=CC=C1)C (toluene). Yields the product C1(=CC=CC=C1)NC\C=C\CCCCC (phenyl trans-2-octenyl amine). Isolated yield 95.0%. RXN SMILES: O1CCOCC1.[CH2:7]=[CH:8][CH2:9][CH2:10][CH2:11][CH2:12][CH2:13][CH3:14].CN(C)P(N(C)C)(N(C)C)=O.[C:26]1([NH:32]O)[CH:31]=[CH:30][CH:29]=[CH:28][CH:27]=1>C1(C)C=CC=CC=1>[C:26]1([NH:32][CH2:7]/[CH:8]=[CH:9]/[CH2:10][CH2:11][CH2:12][CH2:13][CH3:14])[CH:31]=[CH:30][CH:29]=[CH:28][CH:27]=1. Reported procedure: A stirred mixture containing dioxane (12 mL), 3 mL of 1-octene, 1 g of 4A Molecular Sieves, and 0.051 g (0.11 mmol) of (2,6-dipicolinato)MoO2 (hexamethyl phosphoramide) is heated at reflux (ca. 100° C.) under a nitrogen atomosphere while a toluene solution (50 mL) of N-phenyl hydroxylamine (1.26 g, 11.6 mmol) is added dropwise over a 24 hr period. After heating an additional 6-12 hr, the mixture was allowed to cool and the volatiles were removed by evaporation at reduced pressure and the residue... Starting materials: Cc1cccc(OC#N)c1, COC(=O)Nc1nc2ccccc2[nH]1, ClC(Cl)Cl. The product is COC(=O)Nc1nc2ccccc2n1C(=N)Oc1cccc(C)c1. Reaction SMILES: [CH3:15][c:16]1[cH:17][c:18]([O:22][C:23]#[N:24])[cH:19][cH:20][cH:21]1.[CH3:1][O:2][C:3](=[O:4])[NH:5][c:6]1[nH:7][c:8]2[c:9]([n:10]1)[cH:11][cH:12][cH:13][cH:14]2.[CH:25]([Cl:26])([Cl:27])[Cl:28]>>[CH3:1][O:2][C:3](=[O:4])[NH:5][c:6]1[n:7][c:8]2[c:9]([n:10]1[C:23]([O:22][c:18]1[cH:17][c:16]([CH3:15])[cH:21][cH:20][cH:19]1)=[NH:24])[cH:11][cH:12][cH:13][cH:14]2.